From a dataset of the Open Reaction Database (ORD), a public repository of structured organic reaction records. describe an organic reaction: reactants, conditions, products, and yield Starting materials: O=CCCN1N=C2C=C(C=CC2=C1)NC(=O)NC1=CC=C(C=C1)OC1=CC=CC=C1 (1-[2-(3-oxopropyl)-2H-indazol-6-yl]-3-(4-phenoxyphenyl)urea), CC(=O)O (AcOH), N1CC(CCC1)CO (3-piperidinemethanol). Run in CO (Methanol). Reaction conditions: time 18 hour. Product: OCC1CN(CCC1)CCCN1N=C2C=C(C=CC2=C1)NC(=O)NC1=CC=C(C=C1)OC1=CC=CC=C1 (N-(2-{3-[3-(hydroxymethyl)piperidin-1-yl]propyl}-2H-indazol-6-yl)-N′-(4-phenoxyphenyl)urea). As a reaction SMILES: O=[CH:2][CH2:3][CH2:4][N:5]1[CH:13]=[C:12]2[C:7]([CH:8]=[C:9]([NH:14][C:15]([NH:17][C:18]3[CH:23]=[CH:22][C:21]([O:24][C:25]4[CH:30]=[CH:29][CH:28]=[CH:27][CH:26]=4)=[CH:20][CH:19]=3)=[O:16])[CH:10]=[CH:11]2)=[N:6]1.CC(O)=O.[NH:35]1[CH2:40][CH2:39][CH2:38][CH:37]([CH2:41][OH:42])[CH2:36]1>CO>[OH:42][CH2:41][CH:37]1[CH2:38][CH2:39][CH2:40][N:35]([CH2:2][CH2:3][CH2:4][N:5]2[CH:13]=[C:12]3[C:7]([CH:8]=[C:9]([NH:14][C:15]([NH:17][C:18]4[CH:23]=[CH:22][C:21]([O:24][C:25]5[CH:30]=[CH:29][CH:28]=[CH:27][CH:26]=5)=[CH:20][CH:19]=4)=[O:16])[CH:10]=[CH:11]3)=[N:6]2)[CH2:36]1. Reported procedure: To a solution of 1-[2-(3-oxopropyl)-2H-indazol-6-yl]-3-(4-phenoxyphenyl)urea (20 mg, 0.05 mmol) in Methanol containing 2% v/v AcOH (1 mL) was added 3-piperidinemethanol (10 mg, 0.10 mmol) and MS-CNBH3 (52 mg, 0.065 mmol). The reaction was shaken vigorously at 40 C for 18h. The reaction was filtered, eluting with additional Methanol (3×0.5 mL). The sample was directly purified by RP-HPLC to afford the titled product. 1H NMR (300 MHz, DMSO-D6) δ ppm 1.15 (m, 1 H), 1.65 (m, 2 H), 1.83 (m, 2 H), 2.3... The reactants are [Al+3], C1CCOC1, O=CNC(CO)CCOc1cccc2ccccc12, [H-], [H-], [H-], [H-], [Li+]. Yields the product CNC(CO)CCOc1cccc2ccccc12. As a reaction SMILES: [Al+3:21].[CH2:26]1[O:27][CH2:28][CH2:29][CH2:30]1.[CH:1](=[O:2])[NH:3][CH:4]([CH2:5][OH:6])[CH2:7][CH2:8][O:9][c:10]1[cH:11][cH:12][cH:13][c:14]2[cH:15][cH:16][cH:17][cH:18][c:19]12.[H-:20].[H-:23].[H-:24].[H-:25].[Li+:22]>>[CH3:1][NH:3][CH:4]([CH2:5][OH:6])[CH2:7][CH2:8][O:9][c:10]1[cH:11][cH:12][cH:13][c:14]2[cH:15][cH:16][cH:17][cH:18][c:19]12. Yields the product O=C(Nc1cccc(C(F)(F)F)c1)Nc1ccc(Br)cc1I. Reaction SMILES: [CH2:1]1[O:2][CH2:3][CH2:4][CH2:5]1.[F:15][C:16]([c:17]1[cH:18][c:19]([N:23]=[C:24]=[O:25])[cH:20][cH:21][cH:22]1)([F:26])[F:27].[I:6][c:7]1[c:8]([NH2:9])[cH:10][cH:11][c:12]([Br:14])[cH:13]1.[cH:28]1[cH:29][cH:30][n:31][cH:32][cH:33]1>>[I:6][c:7]1[c:8]([NH:9][C:24]([NH:23][c:19]2[cH:18][c:17]([C:16]([F:15])([F:26])[F:27])[cH:22][cH:21][cH:20]2)=[O:25])[cH:10][cH:11][c:12]([Br:14])[cH:13]1. Reactants: C1CCOC1, O=C=Nc1cccc(C(F)(F)F)c1, Nc1ccc(Br)cc1I, c1ccncc1. Starting materials: BrC1=C(C=C(C(=C1)C(=O)OC)OCC)C1=C(C=C(C=C1)F)F (methyl 2-bromo-5-ethoxy-2′,4′-difluorobiphenyl-4-carboxylate), C1(CC1)B(O)O (cyclopropylboronic acid), C1(CCCCC1)P(C1=C(C=CC=C1)C1=C(C=CC=C1OC)OC)C1CCCCC1 (dicyclohexyl(2′,6′-dimethoxybiphenyl-2-yl)phosphine), C([O-])([O-])=O.[Na+].[Na+] (sodium carbonate). The reagents and catalysts are C=1C=CC(=CC1)/C=C/C(=O)/C=C/C2=CC=CC=C2.C=1C=CC(=CC1)/C=C/C(=O)/C=C/C2=CC=CC=C2.C=1C=CC(=CC1)/C=C/C(=O)/C=C/C2=CC=CC=C2.[Pd].[Pd] (tris(dibenzylideneacetone)dipalladium(0)). The solvent is C1(=CC=CC=C1)C (toluene). Reaction conditions: time 30 minute. The product is C1(CC1)C1=C(C=C(C(=C1)CO)OCC)C1=C(C=C(C=C1)F)F ((2-Cyclopropyl-5-ethoxy-2′,4′-difluorobiphenyl-4-yl)methanol). The yield is 86.9%. Reaction SMILES: Br[C:2]1[CH:7]=[C:6]([C:8]([O:10]C)=O)[C:5]([O:12][CH2:13][CH3:14])=[CH:4][C:3]=1[C:15]1[CH:20]=[CH:19][C:18]([F:21])=[CH:17][C:16]=1[F:22].[CH:23]1(B(O)O)[CH2:25][CH2:24]1.C1(P(C2CCCCC2)C2C=CC=CC=2C2C(OC)=CC=CC=2OC)CCCCC1.C(=O)([O-])[O-].[Na+].[Na+]>C1C=CC(/C=C/C(/C=C/C2C=CC=CC=2)=O)=CC=1.C1C=CC(/C=C/C(/C=C/C2C=CC=CC=2)=O)=CC=1.C1C=CC(/C=C/C(/C=C/C2C=CC=CC=2)=O)=CC=1.[Pd].[Pd].C1(C)C=CC=CC=1>[CH:23]1([C:2]2[CH:7]=[C:6]([CH2:8][OH:10])[C:5]([O:12][CH2:13][CH3:14])=[CH:4][C:3]=2[C:15]2[CH:20]=[CH:19][C:18]([F:21])=[CH:17][C:16]=2[F:22])[CH2:25][CH2:24]1 |f:3.4.5,6.7.8.9.10|. Procedure details: A mixture of methyl 2-bromo-5-ethoxy-2′,4′-difluorobiphenyl-4-carboxylate (22.6 g), cyclopropylboronic acid (13.1 g), dicyclohexyl(2′,6′-dimethoxybiphenyl-2-yl)phosphine (3.75 g), a 2 M aqueous sodium carbonate solution (91 mL), tris(dibenzylideneacetone)dipalladium(0) (3.91 g), and toluene (150 mL) was stirred overnight at 100° C. in an argon atmosphere. The reaction mixture was allowed to cool to room temperature, followed by extraction with ethyl acetate. The organic layer was washed with sat... The reactants are C1(=CC=CC=C1)CC#N (benzene acetonitrile), [OH-].[Na+] (NaOH), ClC1=CC=C(C=C1)C1(OCCO1)C1=CC=C(C=C1)[N+](=O)[O-] (2-(4-chlorophenyl)-2-(4-nitrophenyl)-1,3-dioxolane). Run in CO (methanol), O (water). The product is ClC1=CC=C(C=C1)C1(OCCO1)C=1C=CC=2C(=C(ON2)C2=CC=CC=C2)C1 (5-[2-(4-chlorophenyl)-1,3-dioxolan-2-yl]-3-phenyl-2,1-benzisoxazole). Yield: 16.3%. As a reaction SMILES: [Cl:1][C:2]1[CH:7]=[CH:6][C:5]([C:8]2([C:13]3[CH:18]=[CH:17][C:16]([N+:19]([O-])=[O:20])=[CH:15][CH:14]=3)[O:12][CH2:11][CH2:10][O:9]2)=[CH:4][CH:3]=1.[C:22]1([CH2:28]C#N)[CH:27]=[CH:26][CH:25]=[CH:24][CH:23]=1.[OH-].[Na+]>CO.O>[Cl:1][C:2]1[CH:3]=[CH:4][C:5]([C:8]2([C:13]3[CH:18]=[CH:17][C:16]4[C:15]([CH:14]=3)=[C:28]([C:22]3[CH:27]=[CH:26][CH:25]=[CH:24][CH:23]=3)[O:20][N:19]=4)[O:9][CH2:10][CH2:11][O:12]2)=[CH:6][CH:7]=1 |f:2.3|. Reported procedure: 2-(4-chlorophenyl)-2-(4-nitrophenyl)-1,3-dioxolane (prepared as described in WO 97/21701) (0.0373 mol) was added to a vigorously stirring mixture of benzene acetonitrile (0.041 mol) and NaOH (0.186 mol) in methanol (37.3 ml) (an exothermic effect was observed and the temperature rose to 45° C.) and the mixture was stirred vigorously for 20 h. The mixture was diluted with water and filtered off. The precipitate was washed with water and a few methanol and dried. A part (3.5 g) of the residue (10.... The reactants are CCO, COC(=O)c1cc([N+](=O)[O-])cc(C(F)(F)F)c1, Cl[Sn]Cl. The product is COC(=O)c1cc(N)cc(C(F)(F)F)c1. Reaction SMILES: [CH3:21][CH2:22][OH:23].[N+:4]([O-:5])(=[O:6])[c:7]1[cH:8][c:9]([C:10](=[O:11])[O:12][CH3:13])[cH:14][c:15]([C:17]([F:18])([F:19])[F:20])[cH:16]1.[Sn:1]([Cl:2])[Cl:3]>>[NH2:4][c:7]1[cH:8][c:9]([C:10](=[O:11])[O:12][CH3:13])[cH:14][c:15]([C:17]([F:18])([F:19])[F:20])[cH:16]1. The reactants are ClC1=CC=C(S1)[C@H]1[C@@H](C1)C(C)=O (trans 1-[2-(5-chloro-thiophen-2-yl)-cyclopropyl]-ethanone), N1=CC=CC=C1 (pyridine), Cl.CON (methoxyamine hydrochloride). Solvent: CO (methanol). Reaction conditions: time 20 hour. The product is CON=C(C)[C@H]1[C@@H](C1)C=1SC(=CC1)Cl (trans 1-[2-(5-Chloro-thiophen-2-yl)-cyclopropyl]-ethanone O-methyl-oxime). Isolated yield 87.1%. RXN SMILES: [Cl:1][C:2]1[S:6][C:5]([C@@H:7]2[CH2:9][C@H:8]2[C:10](=O)[CH3:11])=[CH:4][CH:3]=1.N1C=CC=CC=1.Cl.[CH3:20][O:21][NH2:22]>CO>[CH3:20][O:21][N:22]=[C:10]([C@@H:8]1[CH2:9][C@H:7]1[C:5]1[S:6][C:2]([Cl:1])=[CH:3][CH:4]=1)[CH3:11] |f:2.3|. Reported procedure: To a stirred solution of trans 1-[2-(5-chloro-thiophen-2-yl)-cyclopropyl]-ethanone (1.0 g; 5.0 mmol) in methanol (10 ml) at ambient temperature was added pyridine (0.85 ml; 10.3 mmol) and methoxyamine hydrochloride (0.86 g; 10.3 mmol). The reaction mixture was stirred for 20 hours at ambient temperature then poured on water (50 ml) and extracted with dichloromethane (3×20 ml). Combined organic layers were dried over anhydrous sodium sulphate. The solvent was removed in vacuo to afford 1.0 g (92%...